Task: describe an organic reaction: reactants, conditions, products, and yield. Dataset: the Open Reaction Database (ORD), a public repository of structured organic reaction records Starting materials: COC1=CC=C(C(=O)CCBr)C=C1 (2-(4-methoxybenzoyl)ethyl bromide), Cl (hydrochloric acid), Cl.N1(CCNCC1)C(=O)C=1C=C2CCC(NC2=CC1)=O (6-(1-piperazinylcarbonyl)-3,4-dihydrocarbostyril monohydrochloride), C([O-])([O-])=O.[K+].[K+] (potassium carbonate). The solvent is CN(C=O)C (dimethylformamide), CO (methanol), CO (methanol), O (water). Conditions: time 2 hour. Yields the product O.Cl.COC1=C(C(=O)CCN2CCN(CC2)C(=O)C=2C=C3CCC(NC3=CC2)=O)C=CC=C1 (6-{4-[(2-methoxybenzoyl)ethyl]-1-piperazinylcarbonyl}-3,4-dihydrocarbostyril monohydrochloride monohydrate). Reaction SMILES: C[O:2][C:3]1[CH:13]=[CH:12][C:6]([C:7]([CH2:9][CH2:10]Br)=[O:8])=[CH:5][CH:4]=1.[ClH:14].[N:15]1([C:21]([C:23]2[CH:24]=[C:25]3[C:30](=[CH:31][CH:32]=2)[NH:29][C:28](=[O:33])[CH2:27][CH2:26]3)=[O:22])[CH2:20][CH2:19][NH:18][CH2:17][CH2:16]1.[C:34](=O)([O-])[O-:35].[K+].[K+].Cl>CN(C)C=O.O.CO>[OH2:2].[ClH:14].[CH3:34][O:35][C:5]1[CH:4]=[CH:3][CH:13]=[CH:12][C:6]=1[C:7]([CH2:9][CH2:10][N:18]1[CH2:19][CH2:20][N:15]([C:21]([C:23]2[CH:24]=[C:25]3[C:30](=[CH:31][CH:32]=2)[NH:29][C:28](=[O:33])[CH2:27][CH2:26]3)=[O:22])[CH2:16][CH2:17]1)=[O:8] |f:1.2,3.4.5,10.11.12|. Reported procedure: 1.7 Grams of 2-(4-methoxybenzoyl)ethyl bromide, 1.4 g of 6-(1-piperazinylcarbonyl)-3,4-dihydrocarbostyril monohydrochloride and 1.4 g of potassium carbonate were suspended in 40 ml of dimethylformamide, then the suspension thus prepared was stirred at room temperature for 2 hours. After the reaction was finished, the reaction mixture was poured in 150 ml of water, and extracted with ethyl acetate. The extract was washed with water, dried then the solvent was removed by evaporation. The residue t...